From a dataset of the Open Reaction Database (ORD), a public repository of structured organic reaction records. describe an organic reaction: reactants, conditions, products, and yield The reactants are O.CC=1C(=NC=CC1OCC(F)(F)F)CSC1=NC2=C(N1)C=CC=C2 (2-[[[3-methyl-4-(2,2,2-trifluoro-ethoxy)-2-pyridinyl]methyl]thio]-1H-benzimidazole hydrate), O.O.O.O.O.S(=S)(=O)([O-])[O-].[Na+].[Na+] (sodium thiosulphate pentahydrate), aqueous solution, [OH-].[Na+] (sodium hydroxide), vanadium(V) oxytriisopropoxide, C(=O)(N)N.OO (hydrogen peroxide urea adduct). Run in O (water), C(C)O (ethanol), C(C)O (ethanol), C(C)O (ethanol). Run at temperature 11 celsius, time 2 hour. Product: CC=1C(=NC=CC1OCC(F)(F)F)CS(=O)C1=NC2=C(N1)C=CC=C2 (2-[[[3-methyl-4-(2,2,2-trifluoroethoxy)-2-pyridinyl]methyl]sulfinyl]-1H-benzimidazole). Yield: 120.7%. Reaction SMILES: O.[CH3:2][C:3]1[C:4]([CH2:15][S:16][C:17]2[NH:21][C:20]3[CH:22]=[CH:23][CH:24]=[CH:25][C:19]=3[N:18]=2)=[N:5][CH:6]=[CH:7][C:8]=1[O:9][CH2:10][C:11]([F:14])([F:13])[F:12].C(N)(N)=[O:27].OO.O.O.O.O.O.S([O-])([O-])(=O)=S.[Na+].[Na+].[OH-].[Na+]>C(O)C.O>[CH3:2][C:3]1[C:4]([CH2:15][S:16]([C:17]2[NH:18][C:19]3[CH:25]=[CH:24][CH:23]=[CH:22][C:20]=3[N:21]=2)=[O:27])=[N:5][CH:6]=[CH:7][C:8]=1[O:9][CH2:10][C:11]([F:13])([F:12])[F:14] |f:0.1,2.3,4.5.6.7.8.9.10.11,12.13|. Reported procedure: 40 g (0.1077 mole) 2-[[[3-methyl-4-(2,2,2-trifluoro-ethoxy)-2-pyridinyl]methyl]thio]-1H-benzimidazole hydrate was suspended in 240 ml of ethanol and 0.264 g (1.077 mmole) vanadium(V) oxytriisopropoxide dissolved in 1 ml of ethanol were added at room temperature (20-25° C.). The suspension was cooled to 10-12° C. and 12.14 g (0.129 mole) hydrogen peroxide urea adduct were added. The reaction was carried out at 10-15° C. for two hours and then at 5-10° C. until the reaction was completed. At the e... Starting materials: COc1cccc(Nc2c(C(N)=O)cnc3c(C)cc(S(=O)(=O)c4cccc(C(=O)N5CCN(CCCCCCO[Si](C)(C)C(C)(C)C)CC5)c4)cc23)c1, [N-]=[N+]=NCC(O)c1ccc(OCc2ccccc2)c2[nH]c(=O)ccc12. The product is COc1cccc(Nc2c(C(N)=O)cnc3c(C)cc(S(=O)(=O)c4cccc(C(=O)N5CCN(CCCCCCO)CC5)c4)cc23)c1. As a reaction SMILES: [C:26]([Si:27]([CH3:28])([CH3:29])[O:31][CH2:32][CH2:33][CH2:34][CH2:35][CH2:36][CH2:37][N:38]1[CH2:39][CH2:40][N:41]([C:44](=[O:45])[c:46]2[cH:47][c:48]([S:52](=[O:53])(=[O:54])[c:55]3[cH:56][c:57]4[c:58]([NH:69][c:70]5[cH:71][c:72]([O:76][CH3:77])[cH:73][cH:74][cH:75]5)[c:59]([C:66](=[O:67])[NH2:68])[cH:60][n:61][c:62]4[c:63]([CH3:65])[cH:64]3)[cH:49][cH:50][cH:51]2)[CH2:42][CH2:43]1)([CH3:30])([CH3:78])[CH3:79].[N:1]([CH2:2][CH:3]([c:4]1[cH:5][cH:6][c:7]([O:8][CH2:9][c:10]2[cH:11][cH:12][cH:13][cH:14][cH:15]2)[c:16]2[c:17]1[cH:18][cH:19][c:20](=[O:21])[nH:22]2)[OH:23])=[N+:24]=[N-:25]>>[OH:31][CH2:32][CH2:33][CH2:34][CH2:35][CH2:36][CH2:37][N:38]1[CH2:39][CH2:40][N:41]([C:44](=[O:45])[c:46]2[cH:47][c:48]([S:52](=[O:53])(=[O:54])[c:55]3[cH:56][c:57]4[c:58]([NH:69][c:70]5[cH:71][c:72]([O:76][CH3:77])[cH:73][cH:74][cH:75]5)[c:59]([C:66](=[O:67])[NH2:68])[cH:60][n:61][c:62]4[c:63]([CH3:65])[cH:64]3)[cH:49][cH:50][cH:51]2)[CH2:42][CH2:43]1. Reactants: BrC1=C(C(=O)OCC)C=CN=C1 (Ethyl 3-bromoisonicotinate), NC1=C(C=CC(=C1)C(=O)OC)B(O)O (2-amino-4-(methoxycarbonyl)phenylboronic acid), C(C)(=O)[O-].[Na+] (sodium acetate). Reagents/catalysts: [Pd](Cl)Cl.C1(=CC=CC=C1)P([C-]1C=CC=C1)C1=CC=CC=C1.[C-]1(C=CC=C1)P(C1=CC=CC=C1)C1=CC=CC=C1.[Fe+2] (1,1′-bis(diphenylphosphino)ferrocene palladium (II) chloride). Run in CN(C=O)C (dimethylformamide). Conditions: temperature 125 celsius, time 12 hour. The product is O=C1NC2=C(C3=CN=CC=C13)C=CC(=C2)C(=O)OC (methyl 5-oxo-5,6-dihydrobenzo[c][2,6]naphthyridine-8-carboxylate). Isolated yield 55.7%. RXN SMILES: Br[C:2]1[CH:12]=[N:11][CH:10]=[CH:9][C:3]=1[C:4]([O:6]CC)=O.[NH2:13][C:14]1[CH:19]=[C:18]([C:20]([O:22][CH3:23])=[O:21])[CH:17]=[CH:16][C:15]=1B(O)O.C([O-])(=O)C.[Na+]>[Pd](Cl)Cl.C1(P(C2C=CC=CC=2)[C-]2C=CC=C2)C=CC=CC=1.[C-]1(P(C2C=CC=CC=2)C2C=CC=CC=2)C=CC=C1.[Fe+2].CN(C)C=O>[O:6]=[C:4]1[C:3]2[C:2](=[CH:12][N:11]=[CH:10][CH:9]=2)[C:15]2[CH:16]=[CH:17][C:18]([C:20]([O:22][CH3:23])=[O:21])=[CH:19][C:14]=2[NH:13]1 |f:2.3,4.5.6.7|. Procedure details: Ethyl 3-bromoisonicotinate (1.15 g, 5.0 mmol), 2-amino-4-(methoxycarbonyl)phenylboronic acid (1.04 g, 4.5 mmol), sodium acetate (1.64 g, 20 mmol), 1,1′-bis(diphenylphosphino)ferrocene palladium (II) chloride (complexed with dichloromethane), (182 mg, 0.25 mmol) and dimethylformamide (7.5 mL) were combined in a flask. The flask was evacuated and filled with nitrogen twice and heated to 125° C. with stirring for 12 hours or until LCMS indicated the absence of any starting material. The mixture was... Starting materials: CC(C)(C)[Si](C)(C)OC1CC(O)CN(C(=O)OCc2ccccc2)C1, C1CCOC1, COC(C)(C)C, CCOC(=O)N=NC(=O)OCC, O=C(O)c1ccccc1, c1ccc(P(c2ccccc2)c2ccccc2)cc1. The product is CC(C)(C)[Si](C)(C)OC1CC(OC(=O)c2ccccc2)CN(C(=O)OCc2ccccc2)C1. RXN SMILES: [CH2:1]([c:2]1[cH:3][cH:4][cH:5][cH:6][cH:7]1)[O:8][C:9](=[O:10])[N:11]1[CH2:12][CH:13]([O:18][Si:19]([CH3:20])([CH3:21])[C:22]([CH3:23])([CH3:24])[CH3:25])[CH2:14][CH:15]([OH:17])[CH2:16]1.[CH2:66]1[O:67][CH2:68][CH2:69][CH2:70]1.[CH3:71][O:72][C:73]([CH3:74])([CH3:75])[CH3:76].[O:35]=[C:36]([O:37][CH2:38][CH3:39])[N:40]=[N:41][C:42]([O:43][CH2:44][CH3:45])=[O:46].[OH:26][C:27](=[O:28])[c:29]1[cH:30][cH:31][cH:32][cH:33][cH:34]1.[c:47]1([P:48]([c:49]2[cH:50][cH:51][cH:52][cH:53][cH:54]2)[c:55]2[cH:56][cH:57][cH:58][cH:59][cH:60]2)[cH:61][cH:62][cH:63][cH:64][cH:65]1>>[CH2:1]([c:2]1[cH:3][cH:4][cH:5][cH:6][cH:7]1)[O:8][C:9](=[O:10])[N:11]1[CH2:12][CH:13]([O:18][Si:19]([CH3:20])([CH3:21])[C:22]([CH3:23])([CH3:24])[CH3:25])[CH2:14][CH:15]([O:17][C:27](=[O:26])[c:29]2[cH:30][cH:31][cH:32][cH:33][cH:34]2)[CH2:16]1. Starting materials: CC1=C(C(=CC=C1)C)O (2,6-dimethylphenol), C([O-])([O-])=O.[K+].[K+] (potassium carbonate), ClC1=NC=C(C=C1)[N+](=O)[O-] (2-chloro-5-nitropyridine). Solvent: CN(C=O)C (N,N-dimethylformamide). Run at temperature 110 celsius. The product is CC1=C(C(=CC=C1)C)OC1=NC=C(C=C1)[N+](=O)[O-] (2-[(2,6-dimethylphenyl)oxy]-5-nitropyridine). Yield: 72.3%. As a reaction SMILES: Cl[C:2]1[CH:7]=[CH:6][C:5]([N+:8]([O-:10])=[O:9])=[CH:4][N:3]=1.[CH3:11][C:12]1[CH:17]=[CH:16][CH:15]=[C:14]([CH3:18])[C:13]=1[OH:19].C(=O)([O-])[O-].[K+].[K+]>CN(C)C=O>[CH3:11][C:12]1[CH:17]=[CH:16][CH:15]=[C:14]([CH3:18])[C:13]=1[O:19][C:2]1[CH:7]=[CH:6][C:5]([N+:8]([O-:10])=[O:9])=[CH:4][N:3]=1 |f:2.3.4|. Procedure: In a 20 mL microwave vial 2-chloro-5-nitropyridine (500 mg, 3.15 mmol) was dissolved in N,N-dimethylformamide (10 mL) to give a pale yellow solution. 2,6-dimethylphenol (385 mg, 3.15 mmol) and potassium carbonate (1308 mg, 9.46 mmol) were added. The reaction vessel was sealed and heated under microwave irradiation (Biotage instrument) at 110° C. for 1 hour. The reaction mixture was quenched with 10 mL of water and diluted with 10 mL of Et2O. Phases were separated through a separating funnel. The... Starting materials: CO, COC(=O)c1cc([N+](=O)[O-])n[nH]1. The product is COC(=O)c1cc(N)n[nH]1. RXN SMILES: [CH3:13][OH:14].[N+:1]([O-:2])(=[O:3])[c:4]1[n:5][nH:6][c:7]([C:9](=[O:10])[O:11][CH3:12])[cH:8]1>>[NH2:1][c:4]1[n:5][nH:6][c:7]([C:9](=[O:10])[O:11][CH3:12])[cH:8]1. As a reaction SMILES: [Si](O[CH:9]1[CH2:13][CH2:12][C@@H:11]([C:14]2[CH:19]=[CH:18][C:17]([F:20])=[CH:16][CH:15]=2)[O:10]1)(C(C)(C)C)(C)C.C[Si]([Br:25])(C)C>C(Cl)Cl>[Br:25][CH:9]1[CH2:13][CH2:12][C@@H:11]([C:14]2[CH:19]=[CH:18][C:17]([F:20])=[CH:16][CH:15]=2)[O:10]1. Procedure details: (5S)-2-(t-Butyldimethylsilyloxy)-5-(4-fluorophenyl) tetrahydrofuran (212, 1 g, 3.4 mmol) was dissolved in 10 mL of dry methylene chloride (degassed by bubbling argon prior to use). This solution was cooled to -70° C. and, while stirring at the same temperature under dry argon, trimethylsilyl bromide (550 μL, 4.1 mmol) was added dropwise. The stirring was continued for an additional 1.5 hours to yield (5S)-2-bromo-5-(4-fluorophenyl) tetrahydrofuran which was used without isolation (see below). In... Conditions: temperature -70 celsius, time 1.5 hour. Reactants: [Si](C)(C)(C(C)(C)C)OC1O[C@@H](CC1)C1=CC=C(C=C1)F ((5S)-2-(t-Butyldimethylsilyloxy)-5-(4-fluorophenyl) tetrahydrofuran), C[Si](C)(C)Br (trimethylsilyl bromide). The product is BrC1O[C@@H](CC1)C1=CC=C(C=C1)F ((5S)-2-bromo-5-(4-fluorophenyl) tetrahydrofuran). Run in C(Cl)Cl (methylene chloride). Reactants: CCOC(=O)C(=O)Cl, Nc1nc(CN2CCN(C(c3ccccc3)c3ccccc3)CC2)cs1, C1CCOC1, c1ccncc1. Yields the product CCOC(=O)C(=O)Nc1nc(CN2CCN(C(c3ccccc3)c3ccccc3)CC2)cs1. Reaction SMILES: [C:27](=[O:28])([C:29](=[O:30])[O:31][CH2:32][CH3:33])[Cl:34].[NH2:1][c:2]1[s:3][cH:4][c:5]([CH2:7][N:8]2[CH2:9][CH2:10][N:11]([CH:14]([c:15]3[cH:16][cH:17][cH:18][cH:19][cH:20]3)[c:21]3[cH:22][cH:23][cH:24][cH:25][cH:26]3)[CH2:12][CH2:13]2)[n:6]1.[O:35]1[CH2:36][CH2:37][CH2:38][CH2:39]1.[cH:40]1[cH:41][cH:42][n:43][cH:44][cH:45]1>>[NH:1]([c:2]1[s:3][cH:4][c:5]([CH2:7][N:8]2[CH2:9][CH2:10][N:11]([CH:14]([c:15]3[cH:16][cH:17][cH:18][cH:19][cH:20]3)[c:21]3[cH:22][cH:23][cH:24][cH:25][cH:26]3)[CH2:12][CH2:13]2)[n:6]1)[C:27](=[O:28])[C:29](=[O:30])[O:31][CH2:32][CH3:33]. Starting materials: CSCCCCO (4-(methylthio)-1-butanol), ClC1=CC=C(C=C1)S(=O)(=O)CC1=C(C=CC(=C1)F)F (2-[(4-Chlorophenyl)sulfonylmethyl]-1,4-difluorobenzene), CSCCCCO (4-(methylthio)-1-butanol), C(#N)C=P(CCCC)(CCCC)CCCC (cyanomethylenetri-n-butylphosphorane), CCCCCC (hexane). The solvent is C1(=CC=CC=C1)C (toluene). Product: ClC1=CC=C(C=C1)S(=O)(=O)C(CCCCSC)C1=C(C=CC(=C1)F)F (2-[1-[(4-Chlorophenyl)sulfonyl]-5-(methylthio)pentyl]-1,4-difluorobenzene). Isolated yield 64.7%. Reaction SMILES: [Cl:1][C:2]1[CH:7]=[CH:6][C:5]([S:8]([CH2:11][C:12]2[CH:17]=[C:16]([F:18])[CH:15]=[CH:14][C:13]=2[F:19])(=[O:10])=[O:9])=[CH:4][CH:3]=1.[CH3:20][S:21][CH2:22][CH2:23][CH2:24][CH2:25]O.C(C=P(CCCC)(CCCC)CCCC)#N.CCCCCC>C1(C)C=CC=CC=1>[Cl:1][C:2]1[CH:7]=[CH:6][C:5]([S:8]([CH:11]([C:12]2[CH:17]=[C:16]([F:18])[CH:15]=[CH:14][C:13]=2[F:19])[CH2:25][CH2:24][CH2:23][CH2:22][S:21][CH3:20])(=[O:10])=[O:9])=[CH:4][CH:3]=1. Reported procedure: The 2-[(4-chlorophenyl)sulfonylmethyl]-1,4-difluorobenzene (0.94 g, 3.1 mmol) obtained in Example 5 was dissolved in toluene (15 ml). After addition of 4-(methylthio)-1-butanol (0.25 ml, 2.1 mmol) and cyanomethylenetri-n-butylphosphorane (1.0 g, 4.1 mmol), the resulting mixture was heated under reflux for 14 hours under an argon atmosphere. The reaction mixture was allowed to cool down. Then, 4-(methylthio)-1-butanol (0.25 ml, 2.1 mmol) was added, followed by heating under reflux for 6 hours und...